The task is: describe an organic reaction: reactants, conditions, products, and yield. This data is from the Open Reaction Database (ORD), a public repository of structured organic reaction records. Reactants: CCCOC(C)Oc1cccc2cc(OB([O-])[O-])oc12, CN(Cc1ccc(NC(=O)C2=Cc3cc(Br)ccc3S(=O)(=O)CC2)cc1)C1CCOCC1, O=C([O-])[O-], CCO, Cc1ccccc1, [K+], [K+], O. The product is CCCOC(C)Oc1cccc2cc(-c3ccc4c(c3)C=C(C(=O)Nc3ccc(CN(C)C5CCOCC5)cc3)CCS4(=O)=O)oc12. As a reaction SMILES: [B:4]([O-:5])([O-:22])[O:23][c:6]1[o:7][c:8]2[c:9]([cH:10]1)[cH:11][cH:12][cH:13][c:14]2[O:15][CH:16]([CH3:17])[O:18][CH2:19][CH2:20][CH3:21].[Br:24][c:25]1[cH:26][cH:27][c:28]2[c:29]([cH:55]1)[CH:30]=[C:31]([C:37](=[O:38])[NH:39][c:40]1[cH:41][cH:42][c:43]([CH2:46][N:47]([CH:48]3[CH2:49][CH2:50][O:51][CH2:52][CH2:53]3)[CH3:54])[cH:44][cH:45]1)[CH2:32][CH2:33][S:34]2(=[O:35])=[O:36].[C:56](=[O:57])([O-:58])[O-:59].[CH3:1][CH2:2][OH:3].[CH3:62][c:63]1[cH:64][cH:65][cH:66][cH:67][cH:68]1.[K+:60].[K+:61].[OH2:69]>>[c:6]1(-[c:25]2[cH:26][cH:27][c:28]3[c:29]([cH:55]2)[CH:30]=[C:31]([C:37](=[O:38])[NH:39][c:40]2[cH:41][cH:42][c:43]([CH2:46][N:47]([CH:48]4[CH2:49][CH2:50][O:51][CH2:52][CH2:53]4)[CH3:54])[cH:44][cH:45]2)[CH2:32][CH2:33][S:34]3(=[O:35])=[O:36])[o:7][c:8]2[c:9]([cH:10]1)[cH:11][cH:12][cH:13][c:14]2[O:15][CH:16]([CH3:17])[O:18][CH2:19][CH2:20][CH3:21]. The reactants are COC(=O)C1=NC=C(C(=C1)C1=C(C=CC=C1)C)C(N(C)CC1=CC(=CC(=C1)C(F)(F)F)C(F)(F)F)=O (5-[(3,5-Bis-trifluoromethyl-benzyl)-methyl-carbamoyl]-4-o-tolyl-pyridine-2-carboxylic acid methyl ester), CO (methanol), O1CCOCC1 (dioxane), [OH-].[Na+] (sodium hydroxide). Solvent: O (water). Conditions: time 17 hour. The product is FC(C=1C=C(CN(C(=O)C=2C(=CC(=NC2)C(=O)O)C2=C(C=CC=C2)C)C)C=C(C1)C(F)(F)F)(F)F (5-[(3,5-Bis-trifluoromethyl-benzyl)-methyl-carbamoyl]-4-o-tolyl-pyridine-2-carboxylic acid). The yield is 78.1%. As a reaction SMILES: C[O:2][C:3]([C:5]1[CH:10]=[C:9]([C:11]2[CH:16]=[CH:15][CH:14]=[CH:13][C:12]=2[CH3:17])[C:8]([C:18](=[O:36])[N:19]([CH2:21][C:22]2[CH:27]=[C:26]([C:28]([F:31])([F:30])[F:29])[CH:25]=[C:24]([C:32]([F:35])([F:34])[F:33])[CH:23]=2)[CH3:20])=[CH:7][N:6]=1)=[O:4].CO.O1CCOCC1.[OH-].[Na+]>O>[F:30][C:28]([F:29])([F:31])[C:26]1[CH:27]=[C:22]([CH:23]=[C:24]([C:32]([F:35])([F:34])[F:33])[CH:25]=1)[CH2:21][N:19]([CH3:20])[C:18]([C:8]1[C:9]([C:11]2[CH:16]=[CH:15][CH:14]=[CH:13][C:12]=2[CH3:17])=[CH:10][C:5]([C:3]([OH:4])=[O:2])=[N:6][CH:7]=1)=[O:36] |f:3.4|. Procedure: A mixture of 0.50 g (0.98 mmol) 5-[(3,5-bis-trifluoromethyl-benzyl)-methyl-carbamoyl]-4-o-tolyl-pyridine-2-carboxylic acid methyl ester (Example 6), 10 ml methanol, 10 ml dioxane and 10 ml 1N aqueous sodium hydroxide solution was stirred at room temperature for 17 h. Dilution with water was followed by washing with tert-butyl methyl ether. The aqueous layer was acidified to pH 2 with 1 M aqueous hydrochloric acid solution and extracted with four portions of dichloromethane. The combined dichloro... The reactants are C([O-])(O)=O.[Na+] (sodium bicarbonate), NC=1C(=C(C=CC1)C=1C=C(NC1)C(=O)O)O (4-(3-amino-2-hydroxy-phenyl)-1H-pyrrole-2-carboxylic acid), CC=1CC(N(N1)C1=CC=2CCCCC2C=C1)=O (5-methyl-2-(5,6,7,8-tetrahydro-naphthalen-2-yl)-2,4-dihydro-pyrazol-3-one), N(=O)[O-].[Na+] (sodium nitrite). The solvent is Cl (hydrochloric acid). The product is OC1=C(C=CC=C1NN=C1C(=NN(C1=O)C1=CC=2CCCCC2C=C1)C)C=1C=C(NC1)C(=O)O (4-(2-hydroxy-3-{N′-[3-methyl-5-oxo-1-(5,6,7,8-tetrahydro-naphthalen-2-yl)-1,5-dihydro-pyrazol-4-ylidene]-hydrazino}-phenyl)-1H-pyrrole-2-carboxylic acid). Yield: 27.7%. Reaction SMILES: [NH2:1][C:2]1[C:3]([OH:16])=[C:4]([C:8]2[CH:9]=[C:10]([C:13]([OH:15])=[O:14])[NH:11][CH:12]=2)[CH:5]=[CH:6][CH:7]=1.[N:17]([O-])=O.[Na+].[CH3:21][C:22]1[CH2:23][C:24](=[O:37])[N:25]([C:27]2[CH:36]=[CH:35][C:34]3[CH2:33][CH2:32][CH2:31][CH2:30][C:29]=3[CH:28]=2)[N:26]=1.C(=O)(O)[O-].[Na+]>Cl>[OH:16][C:3]1[C:2]([NH:1][N:17]=[C:23]2[C:24](=[O:37])[N:25]([C:27]3[CH:36]=[CH:35][C:34]4[CH2:33][CH2:32][CH2:31][CH2:30][C:29]=4[CH:28]=3)[N:26]=[C:22]2[CH3:21])=[CH:7][CH:6]=[CH:5][C:4]=1[C:8]1[CH:9]=[C:10]([C:13]([OH:15])=[O:14])[NH:11][CH:12]=1 |f:1.2,4.5|. Procedure: 4-(3-Amino-2-hydroxy-phenyl)-1H-pyrrole-2-carboxylic acid 57i (130 mg, 0.43 mmol) was dissolved in hydrochloric acid (1.5 mL, 1 mol/L) upon cooling by an ice-water bath, followed by dropwise addition of 0.6 mL of aqueous sodium nitrite (33 mg, 0.47 mmol). After the mixture was reacted for 10 minutes, 5-methyl-2-(5,6,7,8-tetrahydro-naphthalen-2-yl)-2,4-dihydro-pyrazol-3-one 3i (89 mg, 0.3 mmol) was added. The mixture was adjusted to pH 8˜9 with saturated aqueous sodium bicarbonate. The reaction m...